This data is from the Open Reaction Database (ORD), a public repository of structured organic reaction records. The task is: describe an organic reaction: reactants, conditions, products, and yield Reactants: C1C(CC2=CC=CC=C12)C(=O)OC (methyl indane-2-carboxylate), CP(OC)(OC)=O (dimethyl methylphosphonate), P([O-])([O-])=O (phosphonate), C(CCC)[Li] (n-butyllithium). The solvent is C(C)(=O)O (acetic acid), O1CCCC1 (tetrahydrofuran), CCCCCC (hexane). As a reaction SMILES: [CH3:1][P:2](=[O:7])([O:5][CH3:6])[O:3][CH3:4].P(=O)([O-])[O-].C([Li])CCC.[CH2:17]1[C:25]2[C:20](=[CH:21][CH:22]=[CH:23][CH:24]=2)[CH2:19][CH:18]1[C:26](OC)=[O:27]>O1CCCC1.CCCCCC.C(O)(=O)C>[O:27]=[C:26]([CH:18]1[CH2:19][C:20]2[C:25](=[CH:24][CH:23]=[CH:22][CH:21]=2)[CH2:17]1)[CH2:1][P:2](=[O:7])([O:5][CH3:6])[O:3][CH3:4]. Conditions: time 5 minute. Reported procedure: A solution of 20.4 g (164 mmoles) dimethyl methylphosphonate (Aldrich) in 200 ml dry tetrahydrofuran was cooled to -78° in a dry nitrogen atmosphere. To the stirred phosphonate solution was added 82.6 ml of 2.25M n-butyllithium in hexane solution (Alfa Inorganics, Inc.) dropwise over a period of 20 minutes at such a rate that the reaction temperature never rose above -65°. After an additional 5 minutes stirring at -78°, 14.0 g (73.5 mmole) methyl indane-2-carboxylate was added dropwise at a rate... Yield: 86.2%. The product is O=C(CP(OC)(OC)=O)C1CC2=CC=CC=C2C1 (Dimethyl 2-oxo-2-(2-indanyl)ethylphosphonate).